Dataset: the Open Reaction Database (ORD), a public repository of structured organic reaction records. Task: describe an organic reaction: reactants, conditions, products, and yield Starting materials: OCCC1=C(C=CC=C1)O (2-Hydroxyethylphenol), CCOC(=O)C (EtOAc), [Si](C)(C)(C(C)(C)C)Cl (t-butyldimethylsilyl chloride), N1C=NC=C1 (imidazole). Solvent: CN(C)C=O (DMF). The product is O([Si](C)(C)C(C)(C)C)CCC1=C(C=CC=C1)O (2-[2-(t-Butyldimethylsiloxy)ethyl]phenol). RXN SMILES: [OH:1][CH2:2][CH2:3][C:4]1[CH:9]=[CH:8][CH:7]=[CH:6][C:5]=1[OH:10].[Si:11](Cl)([C:14]([CH3:17])([CH3:16])[CH3:15])([CH3:13])[CH3:12].N1C=CN=C1.CCOC(C)=O>CN(C=O)C>[O:1]([CH2:2][CH2:3][C:4]1[CH:9]=[CH:8][CH:7]=[CH:6][C:5]=1[OH:10])[Si:11]([C:14]([CH3:17])([CH3:16])[CH3:15])([CH3:13])[CH3:12]. Reported procedure: 2-Hydroxyethylphenol (XLVa) (15.2 g, 0.11 mol) and t-butyldimethylsilyl chloride (18.2 g, 0.121 mol) were placed together in DMF (120 mL; Aldrich Sure Seal). While the solution was being stirred, imidazole (16.5 g, 0.242 mol) was added portionwise (slightly exothermic). After stirring for 3 h at room temperature, EtOAc (200 mL) was added and the resultant solution was washed with water (3×200 mL) and brine (200 mL). The EtOAc layer was dried over anhydrous sodium sulfate, filtered and concentrat... The reactants are C1=CC=CC=C1 (benzene), ketone, C1(=CC=CC=C1)[Li] (phenyllithium), C(C)OC(=O)N[C@@H](C)C(=O)O (N-ethoxycarbonylalanine), C1(=CC=CC=C1)[Mg]Br (phenylmagnesium bromide). The solvent is O1CCCC1 (tetrahydrofuran), CCOCC (ether). Product: C1(=CC=CC=C1)C1=CC=CC=C1 (biphenyl). RXN SMILES: [CH:1]1[CH:6]=[CH:5][CH:4]=[CH:3][CH:2]=1.[C:7]1([Li])[CH:12]=[CH:11][CH:10]=[CH:9][CH:8]=1.C(OC(N[C@H](C(O)=O)C)=O)C.C1([Mg]Br)C=CC=CC=1>CCOCC.O1CCCC1>[C:1]1([C:7]2[CH:12]=[CH:11][CH:10]=[CH:9][CH:8]=2)[CH:6]=[CH:5][CH:4]=[CH:3][CH:2]=1. Procedure: The techniques which resulted in successful amido acylation of benzene using phenyllithium were next applied to the Grignard reaction. N-ethoxycarbonylalanine was treated with 300 mol percent of phenylmagnesium bromide at -78° C. and allowed to warm to room temperature. The desired ketone was not observed. Several hours of refluxing in ether and tetrahydrofuran yielded biphenyl and starting material which was optically intact. Starting materials: CCC12CCC(=O)C=C1c1c(cc(OC)c(Cl)c1Cl)C2, Cl, O, c1ccncc1. Product: CCC12CCC(=O)C=C1c1c(cc(O)c(Cl)c1Cl)C2. Reaction SMILES: [Cl:1][c:2]1[c:3]2[c:11]([cH:12][c:13]([O:16][CH3:17])[c:14]1[Cl:15])[CH2:10][C:9]1([CH2:18][CH3:19])[C:4]2=[CH:5][C:6](=[O:20])[CH2:7][CH2:8]1.[ClH:21].[OH2:28].[n:22]1[cH:23][cH:24][cH:25][cH:26][cH:27]1>>[Cl:1][c:2]1[c:3]2[c:11]([cH:12][c:13]([OH:16])[c:14]1[Cl:15])[CH2:10][C:9]1([CH2:18][CH3:19])[C:4]2=[CH:5][C:6](=[O:20])[CH2:7][CH2:8]1. Reactants: COC(N=C(C(=NC1=CC=C(C=C1)C1=NOC(=N1)C)C1=CC(=C(C(=C1)OC)O)OC)SC)=O ({2-(4-hydroxy-3,5-dimethoxyphenyl)-2-[4-(5-methyl-[1,2,4]oxadiazol-3-yl)phenylimino]-1-methylsulfanylethylidene}carbamic acid methyl ester), N(N)C1=NC=CC=N1 (2-hydrazinopyrimidine), Cl.COC1=C(C=CC=C1)NN (2-methoxyphenylhydrazine hydrochloride), COC(N=C(C(=NC1=CC=C(C=C1)C1=NOC(=N1)C)C1=CC(=CC(=C1)OC)O)SC)=O ({2-(3-hydroxy-5-methoxyphenyl)-2-[4-(5-methyl-[1,2,4]oxadiazol-3-yl)phenylimino]-1-methylsulfanylethylidene}carbamic acid methyl ester). The product is C(C)(=O)O.COC=1C=C(C=C(C1OCCOC)OC)C(C1=NN(C(N1)=O)C1=C(C=CC=C1)OC)NC1=CC=C(C(=N)N)C=C1 (4-({[3,5-dimethoxy-4-(2-methoxyethoxy)phenyl]-[1-(2-methoxyphenyl)-5-oxo-4,5-dihydro-1H-[1,2,4]triazol-3-yl]methyl}amino)benzamidine acetate). Reaction SMILES: CO[C:3](=[O:33])[N:4]=[C:5](SC)[C:6]([C:20]1[CH:25]=[C:24]([O:26][CH3:27])[C:23]([OH:28])=[C:22]([O:29][CH3:30])[CH:21]=1)=[N:7][C:8]1[CH:13]=[CH:12][C:11]([C:14]2[N:18]=C(C)O[N:15]=2)=[CH:10][CH:9]=1.Cl.[CH3:35][O:36][C:37]1[CH:42]=[CH:41][CH:40]=[CH:39][C:38]=1[NH:43][NH2:44].COC(=O)N=C(SC)C(C1C=[C:68]([O:70][CH3:71])[CH:67]=C(O)C=1)=NC1C=CC(C2N=C(C)ON=2)=CC=1.N(C1N=CC=CN=1)N>>[C:24]([OH:26])(=[O:36])[CH3:25].[CH3:27][O:26][C:24]1[CH:25]=[C:20]([CH:6]([NH:7][C:8]2[CH:9]=[CH:10][C:11]([C:14]([NH2:18])=[NH:15])=[CH:12][CH:13]=2)[C:5]2[NH:4][C:3](=[O:33])[N:43]([C:38]3[CH:39]=[CH:40][CH:41]=[CH:42][C:37]=3[O:36][CH3:35])[N:44]=2)[CH:21]=[C:22]([O:29][CH3:30])[C:23]=1[O:28][CH2:67][CH2:68][O:70][CH3:71] |f:1.2,5.6|. Procedure details: The same procedure was carried out as in Example (6a), except that {2-(4-hydroxy-3,5-dimethoxyphenyl)-2-[4-(5-methyl-[1,2,4]oxadiazol-3-yl)phenylimino]-1-methylsulfanylethylidene}carbamic acid methyl ester (Example (86a)) and 2-methoxyphenylhydrazine hydrochloride were used instead of respectively the {2-(3-hydroxy-5-methoxyphenyl)-2-[4-(5-methyl-[1,2,4]oxadiazol-3-yl)phenylimino]-1-methylsulfanylethylidene}carbamic acid methyl ester and 2-hydrazinopyrimidine, to give the title compound. Starting materials: COc1cccc(CCl)c1, O=c1nc(Nc2ccc(Cl)cc2)sc2ncccc12, [LiH], CN(C)C=O. The product is COc1cccc(CN(c2ccc(Cl)cc2)c2nc(=O)c3cccnc3s2)c1. Reaction SMILES: [CH3:21][O:22][c:23]1[cH:24][c:25]([CH2:26][Cl:27])[cH:28][cH:29][cH:30]1.[Cl:1][c:2]1[cH:3][cH:4][c:5]([NH:6][c:7]2[s:8][c:9]3[c:10]([c:11](=[O:13])[n:12]2)[cH:14][cH:15][cH:16][n:17]3)[cH:18][cH:19]1.[LiH:20].[O:31]=[CH:32][N:33]([CH3:34])[CH3:35]>>[Cl:1][c:2]1[cH:3][cH:4][c:5]([N:6]([c:7]2[s:8][c:9]3[c:10]([c:11](=[O:13])[n:12]2)[cH:14][cH:15][cH:16][n:17]3)[CH2:26][c:25]2[cH:24][c:23]([O:22][CH3:21])[cH:30][cH:29][cH:28]2)[cH:18][cH:19]1.